From a dataset of the Open Reaction Database (ORD), a public repository of structured organic reaction records. describe an organic reaction: reactants, conditions, products, and yield Starting materials: N1(CCCC1)CC1=CC=2CN(CCC2S1)C(=O)OC(C)(C)C (tert-Butyl 2-(pyrrolidin-1-ylmethyl)-6,7-dihydrothieno[3,2-c]pyridine-5(4H)-carboxylate), FC(C(=O)O)(F)F (Trifluoroacetic acid). The solvent is ClCCl (dichloromethane). Run at temperature 0 celsius, time 2 hour. Yields the product N1(CCCC1)CC1=CC=2CNCCC2S1 (2-(Pyrrolidin-1-ylmethyl)-4,5,6,7-tetrahydrothieno[3,2-c]pyridine). As a reaction SMILES: [N:1]1([CH2:6][C:7]2[S:15][C:14]3[CH2:13][CH2:12][N:11](C(OC(C)(C)C)=O)[CH2:10][C:9]=3[CH:8]=2)[CH2:5][CH2:4][CH2:3][CH2:2]1.FC(F)(F)C(O)=O>ClCCl>[N:1]1([CH2:6][C:7]2[S:15][C:14]3[CH2:13][CH2:12][NH:11][CH2:10][C:9]=3[CH:8]=2)[CH2:5][CH2:4][CH2:3][CH2:2]1. Reported procedure: tert-Butyl 2-(pyrrolidin-1-ylmethyl)-6,7-dihydrothieno[3,2-c]pyridine-5(4H)-carboxylate (0.235 mmol) was dissolved in dichloromethane and cooled to 0° C. Trifluoroacetic acid (2 ml/mmol) was added and the reaction mixture stirred for 2 h. The solvent was completely evaporated and kept under the high vacuum to give the desired product which was used in the next step without further purification. Yield: quantitative Starting materials: CC(C)=CCCC(C)CCBr, CS(C)=O, [H-], [Na+], O, Cn1cnc2c1c(=O)[nH]c(=O)n2C. The product is CC(C)=CCCC(C)CCn1c(=O)c2c(ncn2C)n(C)c1=O. As a reaction SMILES: [CH2:16]([CH2:17][CH:18]([CH3:19])[CH2:20][CH2:21][CH:22]=[C:23]([CH3:24])[CH3:25])[Br:26].[CH3:28][S:29]([CH3:30])=[O:31].[H-:1].[Na+:2].[OH2:27].[nH:3]1[c:4](=[O:5])[n:6]([CH3:7])[c:8]2[n:9][cH:10][n:11]([CH3:12])[c:13]2[c:14]1=[O:15]>>[n:3]1([CH2:16][CH2:17][CH:18]([CH3:19])[CH2:20][CH2:21][CH:22]=[C:23]([CH3:24])[CH3:25])[c:4](=[O:5])[n:6]([CH3:7])[c:8]2[n:9][cH:10][n:11]([CH3:12])[c:13]2[c:14]1=[O:15]. Procedure details: A mixture of 4-hydroxybenzoic acid 1,1-dimethylethyl ester (U.S. Pat. No. 3,625,954) (35.0 g, 0.1804 mol), 3-chlorobromopropane (56.81 g, 0.361 mol), and potassium carbonate (69.1 g, 0.5 mol) was heated 20 h at reflux in 600 mL of acetone. The mixture was cooled to room temperature and filtered. The solvent was removed in vacuo to give an oil. The oil was dissolved in hexanes (400 mL), and the solution was chilled in the freezer. A white solid crystallized and was separated. The solid was dried ... Reactants: CC(C)(C)OC(C1=CC=C(C=C1)O)=O (4-hydroxybenzoic acid 1,1-dimethylethyl ester), ClCCCBr (3-chlorobromopropane), C([O-])([O-])=O.[K+].[K+] (potassium carbonate). Reaction SMILES: [CH3:1][C:2]([O:5][C:6](=[O:14])[C:7]1[CH:12]=[CH:11][C:10]([OH:13])=[CH:9][CH:8]=1)([CH3:4])[CH3:3].[Cl:15][CH2:16][CH2:17][CH2:18]Br.C(=O)([O-])[O-].[K+].[K+]>CC(C)=O>[CH3:4][C:2]([O:5][C:6](=[O:14])[C:7]1[CH:8]=[CH:9][C:10]([O:13][CH2:18][CH2:17][CH2:16][Cl:15])=[CH:11][CH:12]=1)([CH3:1])[CH3:3] |f:2.3.4|. Yields the product CC(C)(C)OC(C1=CC=C(C=C1)OCCCCl)=O (4-(3-Chloropropoxy)benzoic acid 1,1-dimethylethyl ester). Isolated yield 81.0%. Run in CC(=O)C (acetone), hexanes. The product is O=CCCCCC(=O)O (6-oxohexanoic acid). Procedure: After the reaction, the autoclave was cooled with ice, and the pressure was reduced; subsequently, the contents were treated with diazomethane, and the reaction mixture was analyzed by gas chromatography using biphenyl as an internal standard. The results confirmed that adipic acid was obtained in a yield of 38%, and 6-oxohexanoic acid was obtained in a yield of 18%. Yield: 18.0%. RXN SMILES: [N+](=C)=[N-].C1(C2C=CC=CC=2)C=CC=CC=1.[C:16](O)(=[O:24])[CH2:17][CH2:18][CH2:19][CH2:20][C:21]([OH:23])=[O:22]>>[O:24]=[CH:16][CH2:17][CH2:18][CH2:19][CH2:20][C:21]([OH:23])=[O:22]. Starting materials: [N+](=[N-])=C (diazomethane), C1(=CC=CC=C1)C1=CC=CC=C1 (biphenyl), C(CCCCC(=O)O)(=O)O (adipic acid). Starting materials: C[Si](C)(C)[N-][Si](C)(C)C.[Na+] (sodium bis(trimethylsilyl)amide), solution, C1(CC1)N=C=S (cyclopropyl isothiocyanate), C(C)#N (acetonitrile), N,N-Dimethyluracil, CCO (EtOH). The solvent is C1CCOC1 (THF), C1CCOC1 (THF). Run at time 8 hour. Product: C(#N)C1=C(N(C(C=C1)=O)C1CC1)[S-].[Na+] (Sodium 3-cyano-1-cyclopropyl-6-oxo-1,6-dihydropyridine-2-thiolate). Reaction SMILES: [CH3:1][Si]([N-][Si](C)(C)C)(C)C.[Na+:10].[CH:11]1([N:14]=[C:15]=[S:16])[CH2:13][CH2:12]1.[C:17](#[N:19])[CH3:18].[CH3:20][CH2:21][OH:22]>C1COCC1>[C:17]([C:18]1[CH:1]=[CH:20][C:21](=[O:22])[N:14]([CH:11]2[CH2:13][CH2:12]2)[C:15]=1[S-:16])#[N:19].[Na+:10] |f:0.1,6.7|. Reported procedure: A solution of sodium bis(trimethylsilyl)amide (122 mL of a 1.0M solution in THF, 122 mmol) was added to a solution of cyclopropyl isothiocyanate (4.85 g, 48.9 mmol) and acetonitrile (25.5 mL, 10 eq) in THF (50 mL) at −78° C. The mixture was allowed to warm to r.t. over 2 h. N,N-Dimethyluracil (5.9 g, 49 mmol) and EtOH (60 mL) were added and the mixture heated at reflux for 3 h then stirred at r.t. overnight. Volatiles were removed In vacuo. The residue was taken up in a mixture of EtOH and EtOAc...